Dataset: the Open Reaction Database (ORD), a public repository of structured organic reaction records. Task: describe an organic reaction: reactants, conditions, products, and yield Procedure: A suspension of 7.80 g (22.0 mmol) of the dilithium salt (EXAMPLE 4) in 200 ml of toluene is cooled to -78° C., and 5.10 g (22.0 mmol) of zirconium tetrachloride are added in portions. The mixture is allowed to warm to room temperature, and the yellow-orange suspension is stirred for a further 48 hours. Insoluble constituents are filtered off via a frit, and the solvent is removed in an oil-pump vacuum. The red-orange oil is powdered by vigorous stirring with pentane, giving the zirconocene dich... Run at temperature -78 celsius, time 48 hour. Reactants: [Li][Li] (dilithium), C1(=CC=CC=C1)C (toluene), [Cl-].[Cl-].[Cl-].[Cl-].[Zr+4] (zirconium tetrachloride). The product is [Cl-].[Cl-].[CH-]1C=CC=C1.[CH-]1C=CC=C1.[Zr+2] (zirconocene dichioride). RXN SMILES: [Li][Li].[Cl-:3].[Cl-].[Cl-].[Cl-].[Zr+4:7].[C:8]1([CH3:14])[CH:13]=[CH:12][CH:11]=CC=1>>[Cl-:3].[Cl-:3].[CH-:11]1[CH:12]=[CH:13][CH:8]=[CH:14]1.[CH-:11]1[CH:12]=[CH:13][CH:8]=[CH:14]1.[Zr+2:7] |f:1.2.3.4.5,7.8.9.10.11|. Reactants: ClC1=C(C=C(C(=O)O)C=C1)OC (4-chloro-3-methoxybenzoic acid), [H-].[Al+3].[Li+].[H-].[H-].[H-] (lithium aluminum hydride). Run in C1CCOC1 (THF), O1CCCC1 (tetrahydrofuran). Run at time 2 hour. Yields the product ClC1=C(C=C(C=C1)CO)OC ((4-chloro-3-methoxyphenyl)methanol). The yield is 71.4%. Reaction SMILES: [Cl:1][C:2]1[CH:10]=[CH:9][C:5]([C:6](O)=[O:7])=[CH:4][C:3]=1[O:11][CH3:12].[H-].[Al+3].[Li+].[H-].[H-].[H-]>C1COCC1>[Cl:1][C:2]1[CH:10]=[CH:9][C:5]([CH2:6][OH:7])=[CH:4][C:3]=1[O:11][CH3:12] |f:1.2.3.4.5.6|. Procedure: A solution of 4-chloro-3-methoxybenzoic acid (1.12 g, 5.98 mmol) in THF (30 mL) was stirred on an ice bath and treated with a 1.0 M tetrahydrofuran solution of lithium aluminum hydride (7.18 mL, 7.18 mmol) over about a 5 min. period. The solution was stirred on ice for 2 h, and then quenched with rapid stirring by the slow dropwise addition of water (0.27 mL), followed by 15% aqueous sodium hydroxide (0.27 mL), then water (0.82 mL) again. Upon completion of addition, the resulting suspension was...